Dataset: the Open Reaction Database (ORD), a public repository of structured organic reaction records. Task: describe an organic reaction: reactants, conditions, products, and yield Starting materials: CC(C)(C)OC(=O)N(C(=O)OC(C)(C)C)C1C=CC(n2cnc3c(Cl)nc(Cl)nc32)C1, COc1ccc(C(Nc2nc(Cl)nc3c2ncn3C2CC(N(C(=O)OC(C)(C)C)C(=O)OC(C)(C)C)C(O)C2O)c2ccc(OC)cc2)cc1. Yields the product CC(C)(C)OC(=O)N(C(=O)OC(C)(C)C)C1CC(n2cnc3c(Cl)nc(Cl)nc32)C(O)C1O. As a reaction SMILES: [C:1]([N:2]([C:3]([O:4][C:5]([CH3:6])([CH3:7])[CH3:8])=[O:9])[CH:10]1[CH2:11][CH:12]([n:13]2[cH:14][n:15][c:16]3[c:17]2[n:18][c:19]([Cl:20])[n:21][c:22]3[Cl:23])[CH:24]=[CH:25]1)([O:26][C:27]([CH3:28])([CH3:29])[CH3:30])=[O:31].[CH3:32][O:33][c:34]1[cH:35][cH:36][c:37]([CH:38]([NH:39][c:50]2[c:51]3[n:52][cH:53][n:54]([CH:60]4[CH:61]([OH:81])[CH:62]([OH:80])[CH:63]([N:65]([C:66](=[O:67])[O:68][C:69]([CH3:70])([CH3:71])[CH3:72])[C:73](=[O:74])[O:75][C:76]([CH3:77])([CH3:78])[CH3:79])[CH2:64]4)[c:55]3[n:56][c:57]([Cl:59])[n:58]2)[c:40]2[cH:41][cH:42][c:43]([O:44][CH3:45])[cH:46][cH:47]2)[cH:48][cH:49]1>>[Cl:23][c:50]1[c:51]2[n:52][cH:53][n:54]([CH:60]3[CH:61]([OH:81])[CH:62]([OH:80])[CH:63]([N:65]([C:66](=[O:67])[O:68][C:69]([CH3:70])([CH3:71])[CH3:72])[C:73](=[O:74])[O:75][C:76]([CH3:77])([CH3:78])[CH3:79])[CH2:64]3)[c:55]2[n:56][c:57]([Cl:59])[n:58]1. Reactants: Oc1cccc(Br)c1, COCCCl, [K+], [K+], O=C([O-])[O-], CN(C)C=O. The product is COCCOc1cccc(Br)c1. As a reaction SMILES: [Br:1][c:2]1[cH:3][c:4]([OH:8])[cH:5][cH:6][cH:7]1.[Cl:9][CH2:10][CH2:11][O:12][CH3:13].[K+:14].[K+:15].[O-:16][C:17]([O-:18])=[O:19].[O:20]=[CH:21][N:22]([CH3:23])[CH3:24]>>[Br:1][c:2]1[cH:3][c:4]([O:8][CH2:10][CH2:11][O:12][CH3:13])[cH:5][cH:6][cH:7]1. Starting materials: BrC=1C=C2C(=NC1)N(C(N2C(C)C2=CC=CC=C2)=O)C(=O)OC(C)(C)C (tert-Butyl 6-bromo-2-oxo-1-(1-phenylethyl)-1H-imidazo[4,5-b]pyridine-3(2H)-carboxylate), BrC=1C=C2C(=NC1)N(C(N2)=O)C(=O)OC(C)(C)C (tert-butyl 6-bromo-2-oxo-1H-imidazo[4,5-b]pyridine-3(2H)-carboxylate), C1(=CC=CC=C1)C(C)O (1-phenylethanol), C1(=CC=CC=C1)P(C1=CC=CC=C1)C1=CC=CC=C1 (triphenylphosphine), N(=NC(=O)OC(C)C)C(=O)OC(C)C (diisopropyl azodicarboxylate). Solvent: O1CCCC1 (tetrahydrofuran). Conditions: time 1 hour. Yields the product C1(=CC=CC=C1)C(C)N1C(NC2=NC=C(C=C21)C2=C1C=CC=NC1=CC=C2)=O (1-(1-PHENYLETHYL)-6-(QUINOLIN-5-YL)-1H-IMIDAZO[4,5-B]PYRIDIN-2(3H)-ONE). Yield: 36.0%. As a reaction SMILES: Br[C:2]1[CH:3]=[C:4]2[N:10]([CH:11]([C:13]3[CH:18]=[CH:17][CH:16]=[CH:15][CH:14]=3)[CH3:12])[C:9](=[O:19])[N:8](C(OC(C)(C)C)=O)[C:5]2=[N:6][CH:7]=1.Br[C:28]1[CH:29]=[C:30]2NC(=O)N(C(OC(C)(C)C)=O)[C:31]2=[N:32][CH:33]=1.[C:45]1(C(O)C)[CH:50]=CC=[CH:47][CH:46]=1.C1(P(C2C=CC=CC=2)C2C=CC=CC=2)C=CC=CC=1.N(C(OC(C)C)=O)=NC(OC(C)C)=O>O1CCCC1>[C:13]1([CH:11]([N:10]2[C:4]3[C:5](=[N:6][CH:7]=[C:2]([C:47]4[CH:46]=[CH:45][CH:50]=[C:31]5[C:30]=4[CH:29]=[CH:28][CH:33]=[N:32]5)[CH:3]=3)[NH:8][C:9]2=[O:19])[CH3:12])[CH:14]=[CH:15][CH:16]=[CH:17][CH:18]=1. Reported procedure: tert-Butyl 6-bromo-2-oxo-1-(1-phenylethyl)-1H-imidazo[4,5-b]pyridine-3(2H)-carboxylate. To a solution of tert-butyl 6-bromo-2-oxo-1H-imidazo[4,5-b]pyridine-3(2H)-carboxylate (See Example 166.C) (0.60 g, 1.97 mmol), 1-phenylethanol (0.289 g, 2.37 mmol) and triphenylphosphine (0.62 g, 2.37 mmol) in tetrahydrofuran (15 mL) was added diisopropyl azodicarboxylate (0.46 mL, 2.37 mmol). After stirring at room temperature for 1 h, the solvent was removed under reduced pressure. The crude product was pur...